The task is: describe an organic reaction: reactants, conditions, products, and yield. This data is from the Open Reaction Database (ORD), a public repository of structured organic reaction records. The reactants are O=C([O-])O, CCOC(C)=O, Cl, O=C(Cl)c1ccc(C(F)(F)F)cc1, [Na+], O, NC(Cc1ccc(C(F)(F)F)cc1)C(O)c1cccc2ccccc12. The product is O=C(NC(Cc1ccc(C(F)(F)F)cc1)C(O)c1cccc2ccccc12)c1ccc(C(F)(F)F)cc1. As a reaction SMILES: [C:40](=[O:41])([O-:42])[OH:43].[CH3:45][CH2:46][O:47][C:48](=[O:49])[CH3:50].[ClH:1].[F:27][C:28]([c:29]1[cH:30][cH:31][c:32]([C:33](=[O:34])[Cl:35])[cH:36][cH:37]1)([F:38])[F:39].[Na+:44].[OH2:51].[OH:2][CH:3]([CH:4]([CH2:5][c:6]1[cH:7][cH:8][c:9]([C:12]([F:13])([F:14])[F:15])[cH:10][cH:11]1)[NH2:16])[c:17]1[cH:18][cH:19][cH:20][c:21]2[cH:22][cH:23][cH:24][cH:25][c:26]12>>[OH:2][CH:3]([CH:4]([CH2:5][c:6]1[cH:7][cH:8][c:9]([C:12]([F:13])([F:14])[F:15])[cH:10][cH:11]1)[NH:16][C:33]([c:32]1[cH:31][cH:30][c:29]([C:28]([F:27])([F:38])[F:39])[cH:37][cH:36]1)=[O:34])[c:17]1[cH:18][cH:19][cH:20][c:21]2[cH:22][cH:23][cH:24][cH:25][c:26]12.